Task: describe an organic reaction: reactants, conditions, products, and yield. Dataset: the Open Reaction Database (ORD), a public repository of structured organic reaction records Starting materials: O=C([O-])[O-], CN(C)C=O, CCOC(C)=O, COc1ccc(CCl)cc1, Oc1cccnc1Cl, [K+], [K+]. Yields the product COc1ccc(COc2cccnc2Cl)cc1. As a reaction SMILES: [C:19](=[O:20])([O-:21])[O-:22].[CH3:25][N:26]([CH3:27])[CH:28]=[O:29].[CH3:30][CH2:31][O:32][C:33](=[O:34])[CH3:35].[CH3:9][O:10][c:11]1[cH:12][cH:13][c:14]([CH2:15][Cl:16])[cH:17][cH:18]1.[Cl:1][c:2]1[n:3][cH:4][cH:5][cH:6][c:7]1[OH:8].[K+:23].[K+:24]>>[Cl:1][c:2]1[n:3][cH:4][cH:5][cH:6][c:7]1[O:8][CH2:15][c:14]1[cH:13][cH:12][c:11]([O:10][CH3:9])[cH:18][cH:17]1. Reactants: CI (methyl iodide), CC1CCN(CC1)C=1C(=NSN1)C=1C=NC=CC1 (3-(4-(4-methylpiperidino)-1, 2,5-thiadiazol-3-yl)pyridine). The solvent is CC(=O)C (acetone). Run at time 18 hour. Yields the product [I-].CC1CCN(CC1)C=1C(=NSN1)C=1C=[N+](C=CC1)C (3-(4-(4-methylpiperidino)-1,2,5-thiadiazol-3-yl)-1-methylpyridinium iodide). RXN SMILES: [CH3:1][I:2].[CH3:3][CH:4]1[CH2:9][CH2:8][N:7]([C:10]2[C:11]([C:15]3[CH:16]=[N:17][CH:18]=[CH:19][CH:20]=3)=[N:12][S:13][N:14]=2)[CH2:6][CH2:5]1>CC(C)=O>[I-:2].[CH3:3][CH:4]1[CH2:5][CH2:6][N:7]([C:10]2[C:11]([C:15]3[CH:16]=[N+:17]([CH3:1])[CH:18]=[CH:19][CH:20]=3)=[N:12][S:13][N:14]=2)[CH2:8][CH2:9]1 |f:3.4|. Procedure details: A mixture of methyl iodide (0.5 ml, 8 mmol) and 3-(4-(4-methylpiperidino)-1, 2,5-thiadiazol-3-yl)pyridine (0.8 g, 3.1 mmol) in acetone (5 ml) was stirred at room temperature for 18 h. The title compound precipitated from the solution and was collected by filtration to yield 1.14 g (92%). The reactants are COc1ccccc1N1CCN(C(=O)Nc2nc(C)c(C)nc2OC)CC1, CI, CN(C)C=O, [H-], [Na+]. Product: COc1ccccc1N1CCN(C(=O)N(C)c2nc(C)c(C)nc2OC)CC1. Reaction SMILES: [CH3:1][c:2]1[n:3][c:4]([NH:11][C:12](=[O:13])[N:14]2[CH2:15][CH2:16][N:17]([c:20]3[c:21]([O:26][CH3:27])[cH:22][cH:23][cH:24][cH:25]3)[CH2:18][CH2:19]2)[c:5]([O:9][CH3:10])[n:6][c:7]1[CH3:8].[CH3:30][I:31].[CH3:32][N:33]([CH3:34])[CH:35]=[O:36].[H-:28].[Na+:29]>>[CH3:1][c:2]1[n:3][c:4]([N:11]([C:12](=[O:13])[N:14]2[CH2:15][CH2:16][N:17]([c:20]3[c:21]([O:26][CH3:27])[cH:22][cH:23][cH:24][cH:25]3)[CH2:18][CH2:19]2)[CH3:30])[c:5]([O:9][CH3:10])[n:6][c:7]1[CH3:8]. Reactants: C[C@H]1NC(C2=C1NC(=C2)B2OC(C(O2)(C)C)(C)C)=O ((R)-6-methyl-2-(4,4,5,5-tetramethyl-1,3,2-dioxaborolan-2-yl)-5,6-dihydropyrrolo[3,4-b]pyrrol-4(1H)-one), N1C2=C(C=C1)C(NC21CC1)=O (1′H-spiro[cyclopropane-1,6′-pyrrolo[3,4-b]pyrrol]-4′(5′H)-one). Yields the product CC1(OB(OC1(C)C)C1=CC2=C(N1)C1(NC2=O)CC1)C (2′-(4,4,5,5-tetramethyl-1,3,2-dioxaborolan-2-yl)-1′H-spiro[cyclopropane-1,6′-pyrrolo[3,4-b]pyrrol]-4′(5′H)-one). RXN SMILES: [CH3:1][C@@H:2]1[C:6]2[NH:7][C:8]([B:10]3[O:14][C:13]([CH3:16])([CH3:15])[C:12]([CH3:18])([CH3:17])[O:11]3)=[CH:9][C:5]=2[C:4](=[O:19])[NH:3]1.N1C=CC2C(=O)NC3(CC3)[C:21]1=2>>[CH3:17][C:12]1([CH3:18])[C:13]([CH3:16])([CH3:15])[O:14][B:10]([C:8]2[NH:7][C:6]3[C:2]4([CH2:21][CH2:1]4)[NH:3][C:4](=[O:19])[C:5]=3[CH:9]=2)[O:11]1. Reported procedure: This compound as a brown solid was prepared according to the procedure described for intermediate 705, using 1′H-spiro[cyclopropane-1,6′-pyrrolo[3,4-b]pyrrol]-4′(5′H)-one (704) as the starting material. m/z (ESI, +ve) 275.0 (M+H)+). Reactants: CC(=O)OC(C)=O, CN(C)C=O, Nc1cccc(NC(=O)c2nnc3ccccc3c2O)c1, O, c1ccncc1. Yields the product CC(=O)Nc1cccc(NC(=O)c2nnc3ccccc3c2O)c1. RXN SMILES: [CH3:22][C:23](=[O:24])[O:25][C:26](=[O:27])[CH3:28].[CH3:35][N:36]([CH3:37])[CH:38]=[O:39].[NH2:1][c:2]1[cH:3][c:4]([NH:8][C:9](=[O:10])[c:11]2[n:12][n:13][c:14]3[cH:15][cH:16][cH:17][cH:18][c:19]3[c:20]2[OH:21])[cH:5][cH:6][cH:7]1.[OH2:40].[cH:29]1[cH:30][cH:31][n:32][cH:33][cH:34]1>>[NH:1]([c:2]1[cH:3][c:4]([NH:8][C:9](=[O:10])[c:11]2[n:12][n:13][c:14]3[cH:15][cH:16][cH:17][cH:18][c:19]3[c:20]2[OH:21])[cH:5][cH:6][cH:7]1)[C:23]([CH3:22])=[O:24]. Starting materials: BrC=1SC=C(N1)C(=O)OCC (Ethyl 2-bromothiazole-4-carboxylate), [OH-].[Na+] (Sodium hydroxide), Cl (HCl). The solvent is C(C)O (ethanol), O (water). Reaction conditions: temperature 35 celsius, time 0.5 hour. Product: BrC=1SC=C(N1)C(=O)O (2-bromothiazole-4-carboxylic Acid). Reaction SMILES: [Br:1][C:2]1[S:3][CH:4]=[C:5]([C:7]([O:9]CC)=[O:8])[N:6]=1.[OH-].[Na+].Cl>C(O)C.O>[Br:1][C:2]1[S:3][CH:4]=[C:5]([C:7]([OH:9])=[O:8])[N:6]=1 |f:1.2|. Procedure: Ethyl 2-bromothiazole-4-carboxylate (600 mg, 2.54 mmol) was suspended in ethanol (15 mL). Sodium hydroxide (7.5 mL, 1 M) was added and the reaction mixture was stirred at 35° C. for 0.5 hours. The reaction mixture was acidified to pH ˜3 with 1 M HCl, then diluted with water (100 mL) and extracted with ethyl acetate (2×50 mL). The organic extracts were combined, washed with brine (100 mL), dried (sodium sulfate), filtered and concentrated to provide the title compound. MS (APCI) m/z=208/210 (M+H)... Reactants: N1=CC(=CC=C1)CNC(=O)C1=C(N=C(S1)C=1NN=CC1)C (4-methyl-2-(2H-pyrazol-3-yl)-thiazole-5-carboxylic acid (pyridin-3-ylmethyl)-amide), BrCC1=CC=C(C=C1)N1C=CC=C1 (1-(4-bromomethyl-phenyl)-1H-pyrrole). Product: N1=CC(=CC=C1)CNC(=O)C1=C(N=C(S1)C1=NN(C=C1)CC1=CC=C(C=C1)N1C=CC=C1)C (4-methyl-2-[1-(4-pyrrol-1-yl-benzyl)-1H-pyrazol-3-yl]-thiazole-5-carboxylic acid (pyridin-3-ylmethyl)amide), solid. Yield: 52.0%. RXN SMILES: [N:1]1[CH:6]=[CH:5][CH:4]=[C:3]([CH2:7][NH:8][C:9]([C:11]2[S:15][C:14]([C:16]3[NH:17][N:18]=[CH:19][CH:20]=3)=[N:13][C:12]=2[CH3:21])=[O:10])[CH:2]=1.Br[CH2:23][C:24]1[CH:29]=[CH:28][C:27]([N:30]2[CH:34]=[CH:33][CH:32]=[CH:31]2)=[CH:26][CH:25]=1>>[N:1]1[CH:6]=[CH:5][CH:4]=[C:3]([CH2:7][NH:8][C:9]([C:11]2[S:15][C:14]([C:16]3[CH:20]=[CH:19][N:18]([CH2:23][C:24]4[CH:25]=[CH:26][C:27]([N:30]5[CH:34]=[CH:33][CH:32]=[CH:31]5)=[CH:28][CH:29]=4)[N:17]=3)=[N:13][C:12]=2[CH3:21])=[O:10])[CH:2]=1. Procedure: The title compound was prepared from 4-methyl-2-(2H-pyrazol-3-yl)-thiazole-5-carboxylic acid (pyridin-3-ylmethyl)-amide and 1-(4-bromomethyl-phenyl)-1H-pyrrole as described in Example 49 and isolated as a white solid (0.08 g, 52% yield). 1H NMR (400 MHz, CDCl3) δ 8.60 (s, 1H), 8.54-8.57 (m, 1H), 7.71 (d, J=8.1 Hz, 1H), 7.26-7.43 (m, 6H), 7.07 (d, J=8 Hz, 2H), 6.86 (s, 1H), 6.35 (d, J=4 Hz, 2H), 6.18-6.25 (m, 1H), 5.36 (s, 2H), J=8 Hz, 2H), 2.75 (s, 3H); MS (M+H)+=455.2; Rt=1.38 min; HRMS (M+H)+=...